From a dataset of the Open Reaction Database (ORD), a public repository of structured organic reaction records. describe an organic reaction: reactants, conditions, products, and yield The reactants are ClC1=NC(=CC(=N1)NCCC)C (2-chloro-6-methyl-N-propylpyrimidin-4-amine), IN1C(CCC1=O)=O (N-iodosuccinimide), S(=O)(O)[O-].[Na+] (sodium hydrogensulfite), C(O)([O-])=O.[Na+] (sodium hydrogencarbonate). Run in C(C)(=O)O (acetic acid), C(C)(=O)OCC (ethyl acetate). Run at temperature 80 celsius, time 30 minute. Product: ClC1=NC(=C(C(=N1)NCCC)I)C (2-chloro-5-iodo-6-methyl-N-propylpyrimidin-4-amine). The yield is 75.1%. RXN SMILES: [Cl:1][C:2]1[N:7]=[C:6]([NH:8][CH2:9][CH2:10][CH3:11])[CH:5]=[C:4]([CH3:12])[N:3]=1.[I:13]N1C(=O)CCC1=O.S([O-])(O)=O.[Na+].C(=O)([O-])O.[Na+]>C(O)(=O)C.C(OCC)(=O)C>[Cl:1][C:2]1[N:7]=[C:6]([NH:8][CH2:9][CH2:10][CH3:11])[C:5]([I:13])=[C:4]([CH3:12])[N:3]=1 |f:2.3,4.5|. Procedure details: To a suspension of 2-chloro-6-methyl-N-propylpyrimidin-4-amine (T1, 200 mg) in acetic acid (4 mL), N-iodosuccinimide (485 mg) was added at room temperature, and the mixture was stirred at 80° C. for 30 minutes. The reaction mixture was cooled to room temperature, and then saturated aqueous sodium hydrogensulfite, saturated aqueous sodium hydrogencarbonate and ethyl acetate were added to the reaction mixture. The organic layer was separated, washed with saturated aqueous sodium chloride, and then... Reactants: CCC(Br)C(=O)Nc1ncc(Cc2ccccc2Cl)s1, CCN, CN(C)C=O. Product: CCNC(CC)C(=O)Nc1ncc(Cc2ccccc2Cl)s1. Reaction SMILES: [Br:1][CH:2]([C:3](=[O:4])[NH:5][c:6]1[s:7][c:8]([CH2:11][c:12]2[c:13]([Cl:18])[cH:14][cH:15][cH:16][cH:17]2)[cH:9][n:10]1)[CH2:19][CH3:20].[CH3:21][CH2:22][NH2:23].[CH3:24][N:25]([CH3:26])[CH:27]=[O:28]>>[CH:2]([C:3](=[O:4])[NH:5][c:6]1[s:7][c:8]([CH2:11][c:12]2[c:13]([Cl:18])[cH:14][cH:15][cH:16][cH:17]2)[cH:9][n:10]1)([CH2:19][CH3:20])[NH:23][CH2:22][CH3:21].